Dataset: the Open Reaction Database (ORD), a public repository of structured organic reaction records. Task: describe an organic reaction: reactants, conditions, products, and yield The reactants are [Br-], CC[Mg+], N#Cc1cc(F)ccc1OCc1ccccc1, CCOCC. Yields the product NC1(c2cc(F)ccc2OCc2ccccc2)CC1. RXN SMILES: [Br-:1].[CH2:2]([CH3:3])[Mg+:4].[CH2:5]([c:6]1[cH:7][cH:8][cH:9][cH:10][cH:11]1)[O:12][c:13]1[c:14]([C:15]#[N:16])[cH:17][c:18]([F:21])[cH:19][cH:20]1.[CH3:22][CH2:23][O:24][CH2:25][CH3:26]>>[CH2:2]1[CH2:3][C:15]1([c:14]1[c:13]([O:12][CH2:5][c:6]2[cH:7][cH:8][cH:9][cH:10][cH:11]2)[cH:20][cH:19][c:18]([F:21])[cH:17]1)[NH2:16]. Starting materials: C=O, C=CC1C(C)C(=O)N1[Si](C)(C)C(C)(C)C, CC(C)[N-]C(C)C, [Li+], C1CCOC1. The product is C=CC1N([Si](C)(C)C(C)(C)C)C(=O)C1(C)CO. RXN SMILES: [CH2:24]=[O:25].[CH3:9][CH:10]1[C:11](=[O:23])[N:12]([Si:16]([CH3:17])([CH3:18])[C:19]([CH3:20])([CH3:21])[CH3:22])[CH:13]1[CH:14]=[CH2:15].[CH:1]([N-:2][CH:3]([CH3:4])[CH3:5])([CH3:6])[CH3:7].[Li+:8].[O:26]1[CH2:27][CH2:28][CH2:29][CH2:30]1>>[CH3:9][C:10]1([CH2:24][OH:25])[C:11](=[O:23])[N:12]([Si:16]([CH3:17])([CH3:18])[C:19]([CH3:20])([CH3:21])[CH3:22])[CH:13]1[CH:14]=[CH2:15]. The reactants are CC=1N=C2N(C(C1C1=CC=C(C=C1)OC(F)(F)F)=O)C=CS2 (7-Methyl-6-[4-(trifluoromethoxy)phenyl]-5H-[1,3]thiazolo[3,2-a]-pyrimidin-5-one), C1(CC1)COC1=C(C=O)C=CC=C1OC (2-cyclopropylmethoxy-3-methoxybenzaldehyde), [O-]CC.[Na+] (sodium ethoxide). Run in C(C)O (ethanol). Product: C1(CC1)COC1=C(C=CC=C1OC)/C=C/C=1N=C2N(C(C1C1=CC=C(C=C1)OC(F)(F)F)=O)C=CS2 (7-{(E)-2-[2-(Cyclopropylmethoxy)-3-methoxyphenyl}-1-ethenyl]-6-(4-trifluoro methoxyphenyl)-5H-[1,3]thiazolo[3,2-a]pyrimidin-5-one). Yield: 47.4%. Reaction SMILES: [CH3:1][C:2]1[N:3]=[C:4]2[S:22][CH:21]=[CH:20][N:5]2[C:6](=[O:19])[C:7]=1[C:8]1[CH:13]=[CH:12][C:11]([O:14][C:15]([F:18])([F:17])[F:16])=[CH:10][CH:9]=1.[CH:23]1([CH2:26][O:27][C:28]2[C:35]([O:36][CH3:37])=[CH:34][CH:33]=[CH:32][C:29]=2[CH:30]=O)[CH2:25][CH2:24]1.[O-]CC.[Na+]>C(O)C>[CH:23]1([CH2:26][O:27][C:28]2[C:35]([O:36][CH3:37])=[CH:34][CH:33]=[CH:32][C:29]=2/[CH:30]=[CH:1]/[C:2]2[N:3]=[C:4]3[S:22][CH:21]=[CH:20][N:5]3[C:6](=[O:19])[C:7]=2[C:8]2[CH:13]=[CH:12][C:11]([O:14][C:15]([F:17])([F:18])[F:16])=[CH:10][CH:9]=2)[CH2:24][CH2:25]1 |f:2.3|. Procedure: The title compound was prepared by condensation of Intermediate 15 (370 mg, 1.132 mmol) with 2-cyclopropylmethoxy-3-methoxybenzaldehyde (327 mg, 1.583 mmol) and sodium ethoxide (154 mg, 2.264 mmol) in ethanol (15 ml) according to the procedure described in Example 24 to afford 276 mg of the desired product as a light yellow solid; 1H NMR (300 MHz, CDCl3) δ 0.30-0.34 (m, 2H), 0.54-0.60 (m, 2H), 1.17-1.24 (m, 1H), 3.79 (d, J=7.2 Hz, 2H), 3.84 (s, 3H), 6.84-6.87 (m, 1H) 6.96-7.00 (m, 4H) 7.31 (d, J... The reactants are ClC=1N=C(C2=C(N1)C(=NC=N2)NCCC)N2CCS(CC2)=O (2-chloro-4-(1-oxido-thiomorpholino)-8-propylamino-pyrimido-[5,4-d]-pyrimidine), N1CCNCC1 (piperazine). Product: O=S1CCN(CC1)C=1C2=C(N=C(N1)N1CCNCC1)C(=NC=N2)NCCC (4-(1-Oxido-thiomorpholino)-2-piperazino-8-propylamino-pyrimido-[5,4-d]-pyrimidine). Reaction SMILES: Cl[C:2]1[N:3]=[C:4]([N:16]2[CH2:21][CH2:20][S:19](=[O:22])[CH2:18][CH2:17]2)[C:5]2[N:11]=[CH:10][N:9]=[C:8]([NH:12][CH2:13][CH2:14][CH3:15])[C:6]=2[N:7]=1.[NH:23]1[CH2:28][CH2:27][NH:26][CH2:25][CH2:24]1>>[O:22]=[S:19]1[CH2:20][CH2:21][N:16]([C:4]2[C:5]3[N:11]=[CH:10][N:9]=[C:8]([NH:12][CH2:13][CH2:14][CH3:15])[C:6]=3[N:7]=[C:2]([N:23]3[CH2:28][CH2:27][NH:26][CH2:25][CH2:24]3)[N:3]=2)[CH2:17][CH2:18]1. Reported procedure: This compound was prepared analagous to Example 123 from 2-chloro-4-(1-oxido-thiomorpholino)-8-propylamino-pyrimido-[5,4-d]-pyrimidine (m.p.: 174°-176° C.) and piperazine. The reactants are O1CCCC1 (tetrahydrofuran), C(C)(C)[N-]C(C)C.[Li+] (lithium diisopropylamide). Yields the product C(CCC)[Li] (n-butyllithium), C(C)(C)NC(C)C (diisopropylamine). RXN SMILES: [CH:1]([N-:4][CH:5]([CH3:7])[CH3:6])([CH3:3])[CH3:2].[Li+:8].O1[CH2:13][CH2:12][CH2:11][CH2:10]1>>[CH2:10]([Li:8])[CH2:11][CH2:12][CH3:13].[CH:1]([NH:4][CH:5]([CH3:7])[CH3:6])([CH3:3])[CH3:2] |f:0.1|. Procedure: A mixture of 10 mmole of lithium diisopropylamide (LDA), formed from n-butyllithium and diisopropylamine, in 10 mL of tetrahydrofuran was cooled to -78° C. Then 2 g of α-isopropyl-3,4-dimethoxybenzyl nitrile was added to the mixture. The reaction mixture was stirred at -78° C. for 20 minutes, 0.78 mL of epibromohydrin was added and stirring was continued for an additional two hours. The reaction mixture was then added to aqueous hydrochloric acid, the aqueous solution was extracted with ether an... The reactants are CC(C)(COc1ccc(C#N)cc1)NC(=O)OC(C)(C)C, CC(=O)O, O, c1ccncc1. Yields the product CC(C)(COc1ccc(C=O)cc1)NC(=O)OC(C)(C)C. Reaction SMILES: [C:1](#[N:2])[c:3]1[cH:4][cH:5][c:6]([O:7][CH2:8][C:9]([CH3:10])([CH3:11])[NH:12][C:13]([O:14][C:15]([CH3:16])([CH3:17])[CH3:18])=[O:19])[cH:20][cH:21]1.[CH3:28][C:29]([OH:30])=[O:31].[OH2:32].[cH:22]1[cH:23][cH:24][n:25][cH:26][cH:27]1>>[CH:1]([c:3]1[cH:4][cH:5][c:6]([O:7][CH2:8][C:9]([CH3:10])([CH3:11])[NH:12][C:13]([O:14][C:15]([CH3:16])([CH3:17])[CH3:18])=[O:19])[cH:20][cH:21]1)=[O:30]. Starting materials: C[C@@H]1C(N[C@@H](CO1)C1=CC=CC=C1)=O ((2R,5R)-2-Methyl-5-phenylmorpholin-3-one), [H-].[Na+] (NaH), C(=O)(O)[O-].[Na+] (NaHCO3), BrCC(=O)OCC (ethyl bromoacetate). Run in CN(C)C=O (DMF). Conditions: temperature 0 celsius, time 10 minute. Yields the product C[C@@H]1C(N([C@@H](CO1)C1=CC=CC=C1)CC(=O)OCC)=O (Ethyl [(2R,5R)-2-methyl-3-oxo-5-phenylmorpholin-4-yl]acetate). As a reaction SMILES: [CH3:1][C@H:2]1[O:7][CH2:6][C@@H:5]([C:8]2[CH:13]=[CH:12][CH:11]=[CH:10][CH:9]=2)[NH:4][C:3]1=[O:14].[H-].[Na+].Br[CH2:18][C:19]([O:21][CH2:22][CH3:23])=[O:20].C([O-])(O)=O.[Na+]>CN(C=O)C>[CH3:1][C@H:2]1[O:7][CH2:6][C@@H:5]([C:8]2[CH:13]=[CH:12][CH:11]=[CH:10][CH:9]=2)[N:4]([CH2:18][C:19]([O:21][CH2:22][CH3:23])=[O:20])[C:3]1=[O:14] |f:1.2,4.5|. Procedure: To a stirred solution of (2R,5R)-2-methyl-5-phenylmorpholin-3-one from Step B (500 mg, 2.62 mmol) in DMF (15 mL) at 0° C. was added NaH (113 mg of a 60% dispersion in oil, 2.83 mmol). After 10 min, ethyl bromoacetate (437 mg, 2.62 mmol) was added and the mixture was stirred at 0° C. for 2 h. Saturated aqueous NaHCO3 (3 mL) was added and the mixture was extracted with EtOAc (2×30 mL). The combined organic layers were dried over Na2SO4, filtered, and concentrated in vacuo. The crude product was pu...